Dataset: the Open Reaction Database (ORD), a public repository of structured organic reaction records. Task: describe an organic reaction: reactants, conditions, products, and yield The reactants are C(CC)N=C=O (n-propyl isocyanate), N12CCN(CC1)CC2 (DABCO), NC=1C=C(C=CC1)C1=CC(=CC=C1)OC[C@H](NC(C1=CC=CC=C1)(C1=CC=CC=C1)C1=CC=CC=C1)C(=O)OC (Methyl O-(3′-amino-1,1′-biphenyl-3-yl)-N-triphenylmethyl-L-serinate). Run in C1(=CC=CC=C1)C (toluene). Run at time 14 hour. Product: C1(=CC=CC=C1)C(N[C@@H](COC=1C=C(C=CC1)C1=CC(=CC=C1)NC(=O)NCCC)C(=O)OC)(C1=CC=CC=C1)C1=CC=CC=C1 (Methyl N-triphenylmethyl-O-(3′-{[(propylamino)carbonyl]amino}-1,1′-biphenyl-3-yl)-L-serinate). Reaction SMILES: [NH2:1][C:2]1[CH:3]=[C:4]([C:8]2[CH:13]=[CH:12][CH:11]=[C:10]([O:14][CH2:15][C@@H:16]([C:37]([O:39][CH3:40])=[O:38])[NH:17][C:18]([C:31]3[CH:36]=[CH:35][CH:34]=[CH:33][CH:32]=3)([C:25]3[CH:30]=[CH:29][CH:28]=[CH:27][CH:26]=3)[C:19]3[CH:24]=[CH:23][CH:22]=[CH:21][CH:20]=3)[CH:9]=2)[CH:5]=[CH:6][CH:7]=1.[CH2:41]([N:44]=[C:45]=[O:46])[CH2:42][CH3:43].N12CCN(CC1)CC2>C1(C)C=CC=CC=1>[C:25]1([C:18]([C:19]2[CH:24]=[CH:23][CH:22]=[CH:21][CH:20]=2)([C:31]2[CH:32]=[CH:33][CH:34]=[CH:35][CH:36]=2)[NH:17][C@H:16]([C:37]([O:39][CH3:40])=[O:38])[CH2:15][O:14][C:10]2[CH:9]=[C:8]([C:4]3[CH:5]=[CH:6][CH:7]=[C:2]([NH:1][C:45]([NH:44][CH2:41][CH2:42][CH3:43])=[O:46])[CH:3]=3)[CH:13]=[CH:12][CH:11]=2)[CH:26]=[CH:27][CH:28]=[CH:29][CH:30]=1. Procedure details: Methyl O-(3′-amino-1,1′-biphenyl-3-yl)-N-triphenylmethyl-L-serinate (Example 2) (250.0 mg, 0.47 mmol, 1 equiv) was dissolved in toluene (5 mL) and treated at rt with n-propyl isocyanate (402.5 mg, 4.73 mmol, 10 equiv) and DABCO (1,4-diazabicyclo[2,2,2]octane) (5.3 mg, 0.05 mmol, 0.1 equiv). The reaction mixture was stirred at rt for 14 h and then partitioned between toluene and sat. aqueous NH4Cl solution. The organic layer was separated and dried over NaSO4 and the solvents were removed in vacu...